From a dataset of the Open Reaction Database (ORD), a public repository of structured organic reaction records. describe an organic reaction: reactants, conditions, products, and yield Conditions: time 30 minute. The product is C(C)(=O)C1=CC=C2C=CC(=NC2=C1)COC=1C=C(C=CC1)NC(CC(C(=O)O)(CC)CC)=O (4-[3-(7-acetyl-2-quinolinylmethoxy)phenylamino]-2,2-diethyl-4-oxobutanoic acid). RXN SMILES: [C:1]([C:4]1[CH:13]=[C:12]2[C:7]([CH:8]=[CH:9][C:10]([CH2:14][O:15][C:16]3[CH:17]=[C:18]([CH:20]=[CH:21][CH:22]=3)[NH2:19])=[N:11]2)=[CH:6][CH:5]=1)(=[O:3])[CH3:2].[H-].[Na+].N[C:26]1C=[C:28]([OH:32])[CH:29]=[CH:30][CH:31]=1.Cl[CH2:34][C:35]1C=CC2C(=CC(C(=O)C)=CC=2)N=1.[C:48]([O:51]CC)(=[O:50])C>CN(C=O)C>[C:1]([C:4]1[CH:13]=[C:12]2[C:7]([CH:8]=[CH:9][C:10]([CH2:14][O:15][C:16]3[CH:17]=[C:18]([NH:19][C:28](=[O:32])[CH2:29][C:30]([CH2:31][CH3:26])([CH2:34][CH3:35])[C:48]([OH:51])=[O:50])[CH:20]=[CH:21][CH:22]=3)=[N:11]2)=[CH:6][CH:5]=1)(=[O:3])[CH3:2] |f:1.2|. The solvent is CN(C)C=O (DMF). Reported procedure: 3-(7-acetyl-2-quinolinylmethoxy)aniline: 30 mg of NaH (95%) are added at 0° to a solution of 0.13 g of 3-aminophenol in 2.5 ml of DMF and then the batch is stirred for 30 min. at 0°. 0.25 g of 2-chloromethyl-7-acetyl-quinoline in solid form is then added and the batch is stirred for a further one hour at 0° and for another hour at 20°. It is then diluted with ethyl acetate, washed with water, dried over Na2SO4 and concentrated by evaporation. The evaporation residue is chromatographed on 25 g of... Starting materials: ClCC1=NC2=CC(=CC=C2C=C1)C(C)=O (2-chloromethyl-7-acetyl-quinoline), C(C)(=O)C1=CC=C2C=CC(=NC2=C1)COC=1C=C(N)C=CC1 (3-(7-acetyl-2-quinolinylmethoxy)aniline), [H-].[Na+] (NaH), NC=1C=C(C=CC1)O (3-aminophenol), C(C)(=O)OCC (ethyl acetate).